This data is from the Open Reaction Database (ORD), a public repository of structured organic reaction records. The task is: describe an organic reaction: reactants, conditions, products, and yield The reactants are OC(C)(C(C)(C)O)C (2,3-Dihydroxy-2,3-dimethylbutane), B(O)O (boronic acid), C(C)(C)[Si](C=1OC=CN1)(C(C)C)C(C)C (2-Triisopropylsilanyl-oxazole), C(C)(C)[Si](C=1OC=CN1)(C(C)C)C(C)C (2-Triisopropylsilanyl-oxazole), C(CCC)[Li] (n-butyllithium). Run in C1CCOC1 (THF), C(C)OCC (diethylether), C(C)OCC (diethylether), C(C)(=O)O (acetic acid), C1CCOC1 (THF). Run at temperature -78 celsius, time 2 hour. Product: CC1(OB(OC1(C)C)C1=CN=C(O1)[Si](C(C)C)(C(C)C)C(C)C)C (5-(4,4,5,5-Tetramethyl-[1,3,2]dioxaborolan-2-yl)-2-triisopropylsilanyl-oxazole). As a reaction SMILES: [CH:1]([Si:4]([CH:13]([CH3:15])[CH3:14])([CH:10]([CH3:12])[CH3:11])[C:5]1[O:6][CH:7]=[CH:8][N:9]=1)([CH3:3])[CH3:2].C([Li])CCC.[BH:21]([OH:23])[OH:22].O[C:25]([CH3:31])([C:27](O)([CH3:29])[CH3:28])[CH3:26]>C1COCC1.C(OCC)C.C(O)(=O)C>[CH3:26][C:25]1([CH3:31])[C:27]([CH3:29])([CH3:28])[O:23][B:21]([C:7]2[O:6][C:5]([Si:4]([CH:1]([CH3:3])[CH3:2])([CH:10]([CH3:12])[CH3:11])[CH:13]([CH3:15])[CH3:14])=[N:9][CH:8]=2)[O:22]1. Procedure details: 2-Triisopropylsilanyl-oxazole (intermediate 16, 10 g, 44.365 mmol) is dissolved in 40 mL abs. diethylether under argon. The solution is cooled to −78° C. and n-butyllithium (1.6 M solution in hexane, 100 mL, 160 mmol) is added slowly at that temperature. After stirring for 1 h boronic acid triispropylester (12 mL, 52.193 mmol) 20 mL abs. THF is added slowly. The mixture is stirred for 2 h, and is warmed to r.t. The mixture is quenched with methanol. 2,3-Dihydroxy-2,3-dimethylbutane (pinacole, 5.... The reactants are CS(C)=O, ClCCCC1OCCO1, N#C[K], O. Yields the product N#CCCC1OCCO1. Reaction SMILES: [CH3:13][S:14]([CH3:15])=[O:16].[Cl:1][CH2:2][CH2:3][CH2:4][CH:5]1[O:6][CH2:7][CH2:8][O:9]1.[K:10][C:11]#[N:12].[OH2:17]>>[C:2]([CH2:3][CH2:4][CH:5]1[O:6][CH2:7][CH2:8][O:9]1)#[N:12]. The reactants are CS(=O)C (DMSO), [OH-].[Na+] (NaOH), FC1=CC=C(C=C1)N1N=CC2=CC(=CC=C12)/C(/C(C(=O)OC)(C)C)=C\C(C)C ((E)-Methyl 3-(1-(4-fluorophenyl)-1H-indazol-5-yl)-2,2,5-trimethylhex-3-enoate). The solvent is CO (MeOH). Run at time 8 hour. Yields the product FC1=CC=C(C=C1)N1N=CC2=CC(=CC=C12)/C(/C(C(=O)O)(C)C)=C\C(C)C ((E)-3-(1-(4-fluorophenyl)-1H-indazol-5-yl)-2,2,5-trimethylhex-3-enoic acid). Isolated yield 188.2%. RXN SMILES: [F:1][C:2]1[CH:7]=[CH:6][C:5]([N:8]2[C:16]3[C:11](=[CH:12][C:13](/[C:17](=[CH:25]\[CH:26]([CH3:28])[CH3:27])/[C:18]([CH3:24])([CH3:23])[C:19]([O:21]C)=[O:20])=[CH:14][CH:15]=3)[CH:10]=[N:9]2)=[CH:4][CH:3]=1.CS(C)=O.[OH-].[Na+]>CO>[F:1][C:2]1[CH:3]=[CH:4][C:5]([N:8]2[C:16]3[C:11](=[CH:12][C:13](/[C:17](=[CH:25]\[CH:26]([CH3:28])[CH3:27])/[C:18]([CH3:23])([CH3:24])[C:19]([OH:21])=[O:20])=[CH:14][CH:15]=3)[CH:10]=[N:9]2)=[CH:6][CH:7]=1 |f:2.3|. Procedure: (E)-Methyl 3-(1-(4-fluorophenyl)-1H-indazol-5-yl)-2,2,5-trimethylhex-3-enoate (121 mg, 0.29 mmol) was dissolved in MeOH (10 mL) and DMSO (10 mL) and treated with 1 M NaOH (10 mL) at 100° C. After stirring overnight, the MeOH was removed in vacuo, the residue acidified with sat KH2PO4 to pH 4-5 and extracted with EtOAc×3. The organic layer was dried with MgSO4, filtered, concentrated in vacuo to give 200 mg (94% yield) of (E)-3-(1-(4-fluorophenyl)-1H-indazol-5-yl)-2,2,5-trimethylhex-3-enoic acid.... Starting materials: CCOc1ccc(Br)cn1, O=C([O-])O, C1CCOC1, C#C[Si](C)(C)C, [Cu]I, [Na+], O. The product is C#Cc1ccc(OCC)nc1. Reaction SMILES: [Br:1][c:2]1[cH:3][cH:4][c:5]([O:8][CH2:9][CH3:10])[n:6][cH:7]1.[C:18](=[O:19])([O-:20])[OH:21].[CH2:23]1[O:24][CH2:25][CH2:26][CH2:27]1.[CH3:11][Si:12]([CH3:13])([CH3:14])[C:15]#[CH:16].[Cu:28][I:29].[Na+:22].[OH2:17]>>[c:2]1([C:15]#[CH:16])[cH:3][cH:4][c:5]([O:8][CH2:9][CH3:10])[n:6][cH:7]1.